This data is from the Open Reaction Database (ORD), a public repository of structured organic reaction records. The task is: describe an organic reaction: reactants, conditions, products, and yield Starting materials: N1(N=CN=C1)CCCN (1H-1,2,4-triazole-1-propanamine), [OH-].[Na+] (sodium hydroxide), O1C(=CC=C1)C(=O)Cl (2-furoyl chloride), [OH-].[Na+] (sodium hydroxide). Solvent: C(Cl)Cl (methylene chloride), C(Cl)Cl (methylene chloride). Product: N1(N=CN=C1)CCCNC(=O)C=1OC=CC1 (N-[3-(1H-1,2,4-Triazol-1-yl)propyl]-2-furancarboxamide). Reaction SMILES: [N:1]1([CH2:6][CH2:7][CH2:8][NH2:9])[CH:5]=[N:4][CH:3]=[N:2]1.[OH-].[Na+].[O:12]1[CH:16]=[CH:15][CH:14]=[C:13]1[C:17](Cl)=[O:18]>C(Cl)Cl>[N:1]1([CH2:6][CH2:7][CH2:8][NH:9][C:17]([C:13]2[O:12][CH:16]=[CH:15][CH:14]=2)=[O:18])[CH:5]=[N:4][CH:3]=[N:2]1 |f:1.2|. Procedure: A mixture of about 3.78 g of 1H-1,2,4-triazole-1-propanamine, about 33 ml of 1N sodium hydroxide and about 100 ml of methylene chloride was stirred, then about 3.3 ml of 2-furoyl chloride was added. The mixture was stirred overnight, then about 15 ml of 1N sodium hydroxide and about 100 ml of methylene chloride were added. The mixture was shaken, the organic layer separated, washed with two approximately 50 ml portions of water, dried, filtered and evaporated to an oil. Ether was added to the oi... The reactants are C1(=CC=CC=C1)C1OC2=CC=C(C=C2CC1)OC1=C(C=CC=C1)N (2-(2-phenylchroman-6yloxy)-phenylamine), [N+](=O)([O-])C1=C(OC=2C=C3CC(CC3=CC2)C2=CC=CC=C2)C=CC=C1 (5-(2-nitrophenoxy)-2-phenylindane), 1H-N. Product: C1(=CC=CC=C1)C1CC2=CC=C(C=C2C1)OC1=C(C=CC=C1)N (2-(2-Phenylindan-5-yloxy)phenylamine). As a reaction SMILES: C1(C2CCC3C(=CC=C(OC4C=CC=CC=4N)C=3)O2)C=CC=CC=1.[N+:25]([C:28]1[CH:49]=[CH:48][CH:47]=[CH:46][C:29]=1[O:30][C:31]1[CH:32]=[C:33]2[C:37](=[CH:38][CH:39]=1)[CH2:36][CH:35]([C:40]1[CH:45]=[CH:44][CH:43]=[CH:42][CH:41]=1)[CH2:34]2)([O-])=O>>[C:40]1([CH:35]2[CH2:34][C:33]3[C:37](=[CH:38][CH:39]=[C:31]([O:30][C:29]4[CH:46]=[CH:47][CH:48]=[CH:49][C:28]=4[NH2:25])[CH:32]=3)[CH2:36]2)[CH:41]=[CH:42][CH:43]=[CH:44][CH:45]=1. Procedure details: 2-(2-Phenylindan-5-yloxy)phenylamine was prepared as described for 2-(2-phenylchroman-6yloxy)-phenylamine in Example 29(b) using 170 mg of 5-(2-nitrophenoxy)-2-phenylindane. 1H-N (400 MHz, d6-DMSO): 7.32-7.27 (m, 4H), 7.23-7.16 (m, 2H), 6.92-6.87 (m, 1H), 6.81-6.71 (m, 4H), 6.56-6.53 (m, 1H), 4.85 (bs, 2H), 3.65 (k, 1H, J 8.3 Hz), 3.23 (dd, 2H, J 8.3, 15.5 Hz), 2.97-2.88 (m, 2H). Reactants: N=1C=CN2C(NN=CC21)=S (imidazo[1,2-d]-as-triazine-5(6H)-thione), [Na] (sodium), CI (methyl iodide). The solvent is C(C)O (ethanol), C(C)O (ethanol). The product is CSC1=NN=CC=2N1C=CN2 (5-(Methylthio)-imidazo[1,2-d]-as-triazine). Reaction SMILES: [N:1]1[CH:2]=[CH:3][N:4]2[C:9]=1[CH:8]=[N:7][NH:6][C:5]2=[S:10].[Na].[CH3:12]I>C(O)C>[CH3:12][S:10][C:5]1[N:4]2[CH:3]=[CH:2][N:1]=[C:9]2[CH:8]=[N:7][N:6]=1 |^1:10|. Procedure details: A 66.7 gm. portion of imidazo[1,2-d]-as-triazine-5(6H)-thione is added to 250 ml. of ethanol. A solution of 10.1 gm. of sodium reacted in 250 ml. of ethanol is added with swirling. A 27.7 ml. portion of methyl iodide is added slowly with swirling. The mixture is stored in a chillroom overnight, filtered and dried giving 56.5 gm. of the desired final product, m.p. 147°-149° C. The reactants are O=Cc1ccc(Br)cc1, CC(C)(C)P(c1ccccc1-c1ccccc1)C(C)(C)C, CC(=O)[O-], CC(=O)[O-], CCOc1ccc(B(O)O)cc1, [F-], [K+], [Pd+2]. The product is CCOc1ccc(-c2ccc(C=O)cc2)cc1. As a reaction SMILES: [Br:36][c:37]1[cH:38][cH:39][c:40]([CH:41]=[O:42])[cH:43][cH:44]1.[C:1]([P:2]([C:3]([CH3:4])([CH3:5])[CH3:6])[c:7]1[cH:8][cH:9][cH:10][cH:11][c:12]1-[c:13]1[cH:14][cH:15][cH:16][cH:17][cH:18]1)([CH3:19])([CH3:20])[CH3:21].[C:45]([O-:46])(=[O:47])[CH3:48].[C:50]([O-:51])(=[O:52])[CH3:53].[CH2:22]([CH3:23])[O:24][c:25]1[cH:26][cH:27][c:28]([B:31]([OH:32])[OH:33])[cH:29][cH:30]1.[F-:34].[K+:35].[Pd+2:49]>>[CH2:22]([CH3:23])[O:24][c:25]1[cH:26][cH:27][c:28](-[c:37]2[cH:38][cH:39][c:40]([CH:41]=[O:42])[cH:43][cH:44]2)[cH:29][cH:30]1. Starting materials: [H][H] (hydrogen), [H][H] (hydrogen), C(C1=CC=CC=C1)N1CC(CCC1)=O (1-benzyl-3-piperidone), CN (methylamine). Reagents/catalysts: [Pt]=O (platinum oxide). Solvent: C(C)O (ethanol), C(C)O (ethanol). Product: C(C1=CC=CC=C1)N1CC(CCC1)NC (1-benzyl-3-methylaminopiperidine). Reaction SMILES: [H][H].[CH2:3]([N:10]1[CH2:15][CH2:14][CH2:13][C:12](=O)[CH2:11]1)[C:4]1[CH:9]=[CH:8][CH:7]=[CH:6][CH:5]=1.[CH3:17][NH2:18]>[Pt]=O.C(O)C>[CH2:3]([N:10]1[CH2:15][CH2:14][CH2:13][CH:12]([NH:18][CH3:17])[CH2:11]1)[C:4]1[CH:9]=[CH:8][CH:7]=[CH:6][CH:5]=1. Reported procedure: A suspension of 0.30 g. of platinum oxide in 20 ml. of absolute ethanol was shaken under 35 psi of hydrogen for 1 hour. To this was added a solution of 12.44 g. (65.9 mmoles) of 1-benzyl-3-piperidone and 4.1 g. (132 mmoles) of methylamine in 40 ml. of absolute ethanol. The mixture was then shaken under ca. 50 psi of hydrogen until uptake ceased. Filtration and evaporation afforded 1-benzyl-3-methylaminopiperidine.